This data is from the Open Reaction Database (ORD), a public repository of structured organic reaction records. The task is: describe an organic reaction: reactants, conditions, products, and yield Starting materials: B, C1CCOC1, Cc1cc2c3c(c1)c1c(OCC#N)cccc1n3C(c1ccccc1)CO2, CSC. The product is Cc1cc2c3c(c1)c1c(OCCN)cccc1n3C(c1ccccc1)CO2. Reaction SMILES: [BH3:31].[CH2:32]1[O:33][CH2:34][CH2:35][CH2:36]1.[CH3:1][c:2]1[cH:3][c:4]2[c:5]3[c:6]([O:24][CH2:25][C:26]#[N:27])[cH:7][cH:8][cH:9][c:10]3[n:11]3[c:12]2[c:13]([cH:14]1)[O:15][CH2:16][CH:17]3[c:18]1[cH:19][cH:20][cH:21][cH:22][cH:23]1.[CH3:28][S:29][CH3:30]>>[CH3:1][c:2]1[cH:3][c:4]2[c:5]3[c:6]([O:24][CH2:25][CH2:26][NH2:27])[cH:7][cH:8][cH:9][c:10]3[n:11]3[c:12]2[c:13]([cH:14]1)[O:15][CH2:16][CH:17]3[c:18]1[cH:19][cH:20][cH:21][cH:22][cH:23]1. Starting materials: C1CCOC1, CCCC(=O)O, Cc1ccc(N)cc1-c1ccc(C(=O)NCC2CC2)cc1. Product: CCCC(=O)Nc1ccc(C)c(-c2ccc(C(=O)NCC3CC3)cc2)c1. RXN SMILES: [CH2:28]1[O:29][CH2:30][CH2:31][CH2:32]1.[CH3:22][CH2:23][CH2:24][C:25]([OH:26])=[O:27].[NH2:1][c:2]1[cH:3][cH:4][c:5]([CH3:21])[c:6](-[c:8]2[cH:9][cH:10][c:11]([C:14](=[O:15])[NH:16][CH2:17][CH:18]3[CH2:19][CH2:20]3)[cH:12][cH:13]2)[cH:7]1>>[NH:1]([c:2]1[cH:3][cH:4][c:5]([CH3:21])[c:6](-[c:8]2[cH:9][cH:10][c:11]([C:14](=[O:15])[NH:16][CH2:17][CH:18]3[CH2:19][CH2:20]3)[cH:12][cH:13]2)[cH:7]1)[C:25]([CH2:24][CH2:23][CH3:22])=[O:26]. Starting materials: BrC=1C=C(C=CC1OC)C=1C=CC(NN1)=O (6-(3-bromo-4-methoxyphenyl)-3(2H)-pyridazinone), Heterocyclic, P(=O)(Cl)(Cl)Cl (phosphorus oxychloride). The solvent is ]in. The product is BrC=1C=C(C=CC1OC)C=1N=NC(=CC1)Cl (3-(3-bromo-4-methoxyphenyl)-6-chloropyridazine). Reaction SMILES: [Br:1][C:2]1[CH:3]=[C:4]([C:10]2[CH:11]=[CH:12][C:13](=O)[NH:14][N:15]=2)[CH:5]=[CH:6][C:7]=1[O:8][CH3:9].P(Cl)(Cl)([Cl:19])=O>>[Br:1][C:2]1[CH:3]=[C:4]([C:10]2[N:15]=[N:14][C:13]([Cl:19])=[CH:12][CH:11]=2)[CH:5]=[CH:6][C:7]=1[O:8][CH3:9]. Procedure: A suspension of 100 g. of 6-(3-bromo-4-methoxyphenyl)-3(2H)-pyridazinone [J. Heterocyclic Chem. 11, 775 (1974) ]in 150 ml. of phosphorus oxychloride is refluxed until a clear solution is obtained (approximately 5 hours). The solution is cooled and excess phosphorus oxychloride is removed under vacuum to give a brown solid which is triturated with ice water. The solid is collected by filtration and is recrystallized to afford 3-(3-bromo-4-methoxyphenyl)-6-chloropyridazine. Starting materials: C1(=CC=CC=C1)P(=O)(C1=CC=CC=C1)OC=1[C@@H]([C@@H]2N(C1C(=O)OCC1=CC=C(C=C1)[N+](=O)[O-])C([C@@H]2[C@@H](C)O)=O)C (p-nitrobenzyl (1R,5S,6S)-2-(diphenylphosphoryloxy)-6-[(R)-1-hydroxyethyl]-1-methylcarbapen-2-em-3-carboxylate), C(C)(C)N(CC)C(C)C (diisopropylethylamine), C(C)(=O)SC1CN(C1)C=1SC=C(N1)C(N[C@@H]([C@H](CC)C)CO[Si](C)(C)C(C)(C)C)=O (3-acetylthio-1-{4-[(1S,2S)-1-(t-butyldimethylsilyloxymethyl)-2-methylbutylcarbamoyl]-1,3-thiazol-2-yl}azetidine), C(C)(=O)O.NN (hydrazine acetate), C(O)([O-])=O.[Na+] (sodium hydrogencarbonate). The solvent is C(C)#N (acetonitrile), CN(C=O)C (dimethylformamide), C(C)(=O)OCC (ethyl acetate). Run at time 1 hour. Product: [Si](C)(C)(C(C)(C)C)OC[C@H]([C@H](CC)C)NC(=O)C=1N=C(SC1)N1CC(C1)SC=1[C@@H]([C@H]2N(C1C(=O)OCC1=CC=C(C=C1)[N+](=O)[O-])C([C@@H]2[C@@H](C)O)=O)C (p-nitrobenzyl (1R,5S,6S)-2-(1-{4-[(1S,2S)-1-(t-butyldimethylsilyloxymethyl)-2-methylbutylcarbamoyl]-1,3-thiazol-2-yl}azetidin-3-yl)thio-6-[(R)-1-hydroxyethyl]-1-methylcarbapen-2-em-3-carboxylate). The yield is 51.2%. RXN SMILES: C([S:4][CH:5]1[CH2:8][N:7]([C:9]2[S:10][CH:11]=[C:12]([C:14](=[O:30])[NH:15][C@H:16]([CH2:21][O:22][Si:23]([C:26]([CH3:29])([CH3:28])[CH3:27])([CH3:25])[CH3:24])[C@@H:17]([CH3:20])[CH2:18][CH3:19])[N:13]=2)[CH2:6]1)(=O)C.C(O)(=O)C.NN.C1(P(O[C:52]2[C@H:53]([CH3:76])[C@H:54]3[C@@H:71]([C@H:72]([OH:74])[CH3:73])[C:70](=[O:75])[N:55]3[C:56]=2[C:57]([O:59][CH2:60][C:61]2[CH:66]=[CH:65][C:64]([N+:67]([O-:69])=[O:68])=[CH:63][CH:62]=2)=[O:58])(C2C=CC=CC=2)=O)C=CC=CC=1.C(N(C(C)C)CC)(C)C.C(=O)([O-])O.[Na+]>CN(C)C=O.C(#N)C.C(OCC)(=O)C>[Si:23]([O:22][CH2:21][C@@H:16]([NH:15][C:14]([C:12]1[N:13]=[C:9]([N:7]2[CH2:6][CH:5]([S:4][C:52]3[C@H:53]([CH3:76])[C@@H:54]4[C@@H:71]([C@H:72]([OH:74])[CH3:73])[C:70](=[O:75])[N:55]4[C:56]=3[C:57]([O:59][CH2:60][C:61]3[CH:62]=[CH:63][C:64]([N+:67]([O-:69])=[O:68])=[CH:65][CH:66]=3)=[O:58])[CH2:8]2)[S:10][CH:11]=1)=[O:30])[C@@H:17]([CH3:20])[CH2:18][CH3:19])([C:26]([CH3:29])([CH3:28])[CH3:27])([CH3:25])[CH3:24] |f:1.2,5.6|. Reported procedure: To a solution of 3-acetylthio-1-{4-[(1S,2S)-1-(t-butyldimethylsilyloxymethyl)-2-methylbutylcarbamoyl]-1,3-thiazol-2-yl}azetidine (910 mg, 1.93 mmol) (obtained as described in Reference Example 38) in dimethylformamide (46 ml) was added hydrazine acetate (213 mg, 2.31 mmol) at room temperature under an atmosphere of nitrogen and the mixture was stirred for 1 hour. After checking the completion of the reaction, a solution of p-nitrobenzyl (1R,5S,6S)-2-(diphenylphosphoryloxy)-6-[(R)-1-hydroxyethyl]... The reactants are C[O-], CC(=O)c1ccc(-c2cscn2)c(C)c1, COC(C)(C)C, Cl, CCOC(=O)C(F)(F)F, [Na+]. Product: Cc1cc(C(=O)CC(=O)C(F)(F)F)ccc1-c1cscn1. Reaction SMILES: [CH3:10][O-:11].[CH3:13][c:14]1[cH:15][c:16]([C:25]([CH3:26])=[O:27])[cH:17][cH:18][c:19]1-[c:20]1[n:21][cH:22][s:23][cH:24]1.[CH3:29][O:30][C:31]([CH3:32])([CH3:33])[CH3:34].[ClH:28].[F:1][C:2]([C:3]([O:5][CH2:4][CH3:6])=[O:7])([F:8])[F:9].[Na+:12]>>[F:1][C:2]([C:3](=[O:5])[CH2:26][C:25]([c:16]1[cH:15][c:14]([CH3:13])[c:19](-[c:20]2[n:21][cH:22][s:23][cH:24]2)[cH:18][cH:17]1)=[O:27])([F:8])[F:9]. Starting materials: C1(CC1)CCNCC1=C(C=C(C=C1)C#CC1=CC=C(C(=O)OCC)C=C1)C(C)C (ethyl 4-{4-[(cyclopropylethyl-amino)-methyl]-3-isopropyl-phenylethynyl}-benzoate), C1(CC1)CCNCC1=C(C=C(C=C1)C#CC1=CC=C(C(=O)OCC)C=C1)C(C)C (ethyl 4-{4-[(cyclopropylethyl-amino)-methyl]-3-isopropyl-phenylethynyl}-benzoate), [OH-].[Na+] (NaOH), aqueous solution, O1CCCC1 (tetrahydrofuran). The solvent is C(C)O (ethanol). Reaction conditions: time 8 hour. The product is C1(CC1)N(CC)CC=1C(CC(=CC1)C#CC1=CC=C(C(=O)O)C=C1)=C(C)C (4-{4-[(Cyclopropyl-ethyl-amino)-methyl]-3-isopropyly-phenylethynyl}-benzoic Acid). Yield: 72.0%. Reaction SMILES: C1([CH2:4][CH2:5][NH:6][CH2:7][C:8]2[CH:13]=[CH:12][C:11]([C:14]#[C:15][C:16]3[CH:26]=[CH:25][C:19]([C:20]([O:22]CC)=[O:21])=[CH:18][CH:17]=3)=[CH:10][C:9]=2[CH:27]([CH3:29])[CH3:28])CC1.[OH-].[Na+].O1[CH2:36][CH2:35][CH2:34]C1>C(O)C>[CH:34]1([N:6]([CH2:7][C:8]2[C:9](=[C:27]([CH3:29])[CH3:28])[CH2:10][C:11]([C:14]#[C:15][C:16]3[CH:17]=[CH:18][C:19]([C:20]([OH:22])=[O:21])=[CH:25][CH:26]=3)=[CH:12][CH:13]=2)[CH2:5][CH3:4])[CH2:35][CH2:36]1 |f:1.2|. Procedure details: Using General Procedure I; a solution of ethyl 4-{4-[(cyclopropylethyl-amino)-methyl]-3-isopropyl-phenylethynyl}-benzoate (Compound 133, 68.0 mg, 0.17 mmol) in ethanol (3 mL) and tetrahydrofuran (3 mL) was treated with NaOH (600.0 mg, 15.0 mmols, 3.0 mL of a 5N aqueous solution) and stirred overnight at room temperature and then at 55° C. for 9 hours. Work-up followed by crystallization of the solid residue from hot CH3CN afforded 45.0 mg (72%) of the title compound as a pale-yellow solid. Reactants: CCOCC, CC(C)(C)[O-], CCCCCC, COC(=O)C(=O)c1ccc(C)[nH]1, ClCc1ccccc1, [K+], CN(C)C=O, O. Yields the product COC(=O)C(=O)c1ccc(C)n1Cc1ccccc1. RXN SMILES: [CH2:39]([O:40][CH2:41][CH3:42])[CH3:43].[CH3:1][C:2]([CH3:3])([O-:4])[CH3:5].[CH3:33][CH2:34][CH2:35][CH2:36][CH2:37][CH3:38].[CH3:7][c:8]1[cH:9][cH:10][c:11]([C:13]([C:14](=[O:15])[O:16][CH3:17])=[O:18])[nH:12]1.[Cl:19][CH2:20][c:21]1[cH:22][cH:23][cH:24][cH:25][cH:26]1.[K+:6].[O:28]=[CH:29][N:30]([CH3:31])[CH3:32].[OH2:27]>>[CH3:7][c:8]1[cH:9][cH:10][c:11]([C:13]([C:14](=[O:15])[O:16][CH3:17])=[O:18])[n:12]1[CH2:20][c:21]1[cH:22][cH:23][cH:24][cH:25][cH:26]1. Isolated yield 7.8%. Run in CN(C)C=O (DMF). Reaction SMILES: [CH2:1]([O:3][C:4]([C:6]1[N:7]=[C:8]2[N:14]([C:15](=[O:25])[C:16]=1[O:17][CH2:18][C:19]1[CH:24]=[CH:23][CH:22]=[CH:21][CH:20]=1)[CH2:13][CH:12]1[CH2:26][CH2:27][C:9]2([O:28][CH2:29][CH2:30][OH:31])[CH2:10][CH2:11]1)=[O:5])C.[H-].[Na+].[CH3:34]I>CN(C=O)C>[CH3:1][O:3][C:4]([C:6]1[N:7]=[C:8]2[N:14]([C:15](=[O:25])[C:16]=1[O:17][CH2:18][C:19]1[CH:24]=[CH:23][CH:22]=[CH:21][CH:20]=1)[CH2:13][CH:12]1[CH2:26][CH2:27][C:9]2([O:28][CH2:29][CH2:30][O:31][CH3:34])[CH2:10][CH2:11]1)=[O:5] |f:1.2|. Conditions: time 15 minute. Reported procedure: To a solution of 5-benzyloxy-1-(2-hydroxy-ethoxy)-6-oxo-3,7-diazatricyclo[7.2.2.02,7]trideca-2,4-diene-4-carboxylic acid ethyl ester (105 mg, 0.245 mmol) in DMF (1 mL) was added 60% NaH (15 mg, 0.37 mmol) and the mixture stirred at room temp. for 15 min. under N2. After H2 gas evolution had ceased, MeI (0.031 mL, 0.490 mmol) was added and the mixture stirred at room temperature overnight. The mixture was concentrated and the residue was taken up in ethyl acetate (10 mL), washed with water follow... The reactants are C(C)OC(=O)C=1N=C2C3(CCC(CN2C(C1OCC1=CC=CC=C1)=O)CC3)OCCO (5-benzyloxy-1-(2-hydroxy-ethoxy)-6-oxo-3,7-diazatricyclo[7.2.2.02,7]trideca-2,4-diene-4-carboxylic acid ethyl ester), [H-].[Na+] (NaH), CI (MeI). The product is COC(=O)C=1N=C2C3(CCC(CN2C(C1OCC1=CC=CC=C1)=O)CC3)OCCOC (5-Benzyloxy-1-(2-methoxy-ethoxy)-6-oxo-3,7-diazatricyclo[7.2.2.02,7]trideca-2,4-diene-4-carboxylic acid methyl ester).